Dataset: the Open Reaction Database (ORD), a public repository of structured organic reaction records. Task: describe an organic reaction: reactants, conditions, products, and yield The reactants are Cl(=O)(=O)(=O)[O-].S1C=C[N+]2=CC=3C=CC=CC3C=C21 (thiazolo[3,2-b]isoquinolinium perchlorate), COC1=CC=C(CN2N=C(C=C2)C(=C)C2=NN(C=C2)CC2=CC=C(C=C2)OC)C=C1 (1,1-di-[(1-p-methoxybenzyl)-pyrazol-3-yl)ethylene). Solvent: C(C)O (ethanol), C(C)#N (acetonitrile). The product is Cl(=O)(=O)(=O)[O-].S1C=C[N+]=2CC=3C=CC=CC3CC21 (5,10-dihydrothiazolo[3,2-b]isoquinolinium perchlorate). RXN SMILES: [Cl:1]([O-:5])(=[O:4])(=[O:3])=[O:2].[S:6]1[C:18]2[N+:9](=[CH:10][C:11]3[CH:12]=[CH:13][CH:14]=[CH:15][C:16]=3[CH:17]=2)[CH:8]=[CH:7]1.COC1C=CC(CN2C=CC(C(C3C=CN(CC4C=CC(OC)=CC=4)N=3)=C)=N2)=CC=1>C(O)C.C(#N)C>[Cl:1]([O-:5])(=[O:4])(=[O:3])=[O:2].[S:6]1[C:18]2[CH2:17][C:16]3[CH:15]=[CH:14][CH:13]=[CH:12][C:11]=3[CH2:10][N+:9]=2[CH:8]=[CH:7]1 |f:0.1,5.6|. Procedure: A reaction mixture containing thiazolo[3,2-b]isoquinolinium perchlorate (2.4 g; 8.4 mmol) and 1,1-di-[(1-p-methoxybenzyl)-pyrazol-3-yl)ethylene (4 g; 0.01 mol) in 125 ml of ethanol and 25 ml of acetonitrile was refluxed for 12 h under nitrogen. The reaction mixture was cooled to room temperature, the solid product was filtered, washed with ether, and dried in vacuo to afford 4.65 g (81.6%) of 11,11-di-[(1-p-methoxybenzyl)-pyrazol-3-yl)]-5,10-ethano-5,10-dihydrothiazolo[3,2-b]isoquinolinium perch...